This data is from the Open Reaction Database (ORD), a public repository of structured organic reaction records. The task is: describe an organic reaction: reactants, conditions, products, and yield Starting materials: CCOC(=O)C(COC(=O)Cc1ccc([N+](=O)[O-])c(C)c1)(C(=O)OCC)c1ccccc1, CO. The product is CCOC(=O)C(COC(=O)Cc1ccc(N)c(C)c1)(C(=O)OCC)c1ccccc1. RXN SMILES: [CH2:1]([CH3:2])[O:3][C:4]([C:5]([C:6](=[O:7])[O:8][CH2:9][CH3:10])([c:11]1[cH:12][cH:13][cH:14][cH:15][cH:16]1)[CH2:17][O:18][C:19]([CH2:20][c:21]1[cH:22][c:23]([CH3:30])[c:24]([N+:27]([O-:28])=[O:29])[cH:25][cH:26]1)=[O:31])=[O:32].[CH3:33][OH:34]>>[CH2:1]([CH3:2])[O:3][C:4]([C:5]([C:6](=[O:7])[O:8][CH2:9][CH3:10])([c:11]1[cH:12][cH:13][cH:14][cH:15][cH:16]1)[CH2:17][O:18][C:19]([CH2:20][c:21]1[cH:22][c:23]([CH3:30])[c:24]([NH2:27])[cH:25][cH:26]1)=[O:31])=[O:32]. The reactants are [Na] (sodium), N1=CC(=CC=C1)[C@H]1[S@@](CCCC1)=O ((1R,2S)-2-(3-pyridyl)tetrahydro-2H-thiopyran 1-oxide), [Cl-].[NH4+] (ammonium chloride), CN=C=S (methyl isothiocyanate). The reagents and catalysts are [N+](=O)([O-])[O-].[Fe+3].[N+](=O)([O-])[O-].[N+](=O)([O-])[O-] (iron (III) nitrate). Run in CO (methanol), O1CCCC1 (tetrahydrofuran), O1CCCC1 (tetrahydrofuran). Reaction conditions: temperature 20 celsius, time 20 minute. The product is N1=CC(=CC=C1)[C@@]1([S@@](CCCC1)=O)C(NC)=S ((1R,2R)-2-(3-pyridyl)-N-methyltetrahydro-2H-thiopyran-2-carbothioamide 1-oxide). The yield is 485.1%. Reaction SMILES: [Na].[N:2]1[CH:7]=[CH:6][CH:5]=[C:4]([C@@H:8]2[CH2:13][CH2:12][CH2:11][CH2:10][S@:9]2=[O:14])[CH:3]=1.[CH3:15][N:16]=[C:17]=[S:18].[Cl-].[NH4+]>O1CCCC1.[N+]([O-])([O-])=O.[Fe+3].[N+]([O-])([O-])=O.[N+]([O-])([O-])=O.CO>[N:2]1[CH:7]=[CH:6][CH:5]=[C:4]([C@@:8]2([C:17](=[S:18])[NH:16][CH3:15])[CH2:13][CH2:12][CH2:11][CH2:10][S@:9]2=[O:14])[CH:3]=1 |f:3.4,6.7.8.9,^1:0|. Procedure details: Ammonia gas is condensed at -50° C. to obtain 2 ml of liquid ammonia, which is treated with iron (III) nitrate (0.0015 g), followed by sodium metal (0.02 g). The solution turns blue and then dark grey after 20 minutes. It is then treated with a solution of (1R,2S)-2-(3-pyridyl)tetrahydro-2H-thiopyran 1-oxide (0.06 g) in tetrahydrofuran (8 ml) during 2 minutes, at -40° C. The mixture is stirred for 2 minutes and is then treated with a solution of methyl isothiocyanate (0.033 g) in tetrahydrofuran... Reactants: Cl.N[C@H]1[C@@H]2N(C(=C(CS2)CCl)C(=O)OC(C2=CC=CC=C2)C2=CC=CC=C2)C1=O (benzhydryl 7β-amino-3-chloromethyl-3-cephem-4-carboxylate hydrochloride), C[Si](NC(C)=O)(C)C (N-trimethylsilylacetamide), P(=O)(Cl)(Cl)Cl (phosphoryl chloride), C(C)(C)(C)OC(=O)NC1=NC(=NS1)/C(/C(=O)O)=N/OC(C(=O)OC(C)(C)C)(C)C ((Z)-2-{5-[(tert-butoxy carbonyl)amino]-1,2,4-thiadiazol-3-yl}[(2-tert-butoxy-1,1-dimethyl-2-oxoethoxy)imino]ethanoic acid). Solvent: O (water), C(C)(=O)OCC (ethyl acetate), O1CCCC1 (tetrahydrofuran), CN(C=O)C (N,N-dimethylformamide), O1CCCC1 (tetrahydrofuran). Conditions: time 30 minute. Yields the product C(C)(C)(C)OC(=O)NC1=NC(=NS1)/C(/C(=O)N[C@H]1[C@@H]2N(C(=C(CS2)CCl)C(=O)OC(C2=CC=CC=C2)C2=CC=CC=C2)C1=O)=N/OC(C)(C)C(=O)OC(C)(C)C (benzhydryl 7β-[(Z)-2-(5-tert-butoxycarbonylamino-1,2,4-thiadiazol-3-yl)-2-(1-tert-butoxycarbonyl-1-methylethoxyimino)acetamido]-3-chloromethyl-3-cephem-4-carboxylate). The yield is 87.1%. As a reaction SMILES: P(Cl)(Cl)(Cl)=O.[C:6]([O:10][C:11]([NH:13][C:14]1[S:18][N:17]=[C:16](/[C:19](=[N:23]/[O:24][C:25]([CH3:34])([CH3:33])[C:26]([O:28][C:29]([CH3:32])([CH3:31])[CH3:30])=[O:27])/[C:20](O)=[O:21])[N:15]=1)=[O:12])([CH3:9])([CH3:8])[CH3:7].Cl.[NH2:36][C@@H:37]1[C:62](=[O:63])[N:39]2[C:40]([C:46]([O:48][CH:49]([C:56]3[CH:61]=[CH:60][CH:59]=[CH:58][CH:57]=3)[C:50]3[CH:55]=[CH:54][CH:53]=[CH:52][CH:51]=3)=[O:47])=[C:41]([CH2:44][Cl:45])[CH2:42][S:43][C@H:38]12.C[Si](C)(C)NC(=O)C>O1CCCC1.O.C(OCC)(=O)C.CN(C)C=O>[C:6]([O:10][C:11]([NH:13][C:14]1[S:18][N:17]=[C:16](/[C:19](=[N:23]/[O:24][C:25]([C:26]([O:28][C:29]([CH3:32])([CH3:31])[CH3:30])=[O:27])([CH3:33])[CH3:34])/[C:20]([NH:36][C@@H:37]2[C:62](=[O:63])[N:39]3[C:40]([C:46]([O:48][CH:49]([C:50]4[CH:51]=[CH:52][CH:53]=[CH:54][CH:55]=4)[C:56]4[CH:61]=[CH:60][CH:59]=[CH:58][CH:57]=4)=[O:47])=[C:41]([CH2:44][Cl:45])[CH2:42][S:43][C@H:38]23)=[O:21])[N:15]=1)=[O:12])([CH3:7])([CH3:9])[CH3:8] |f:2.3|. Procedure details: A mixture of N,N-dimethylformamide (0.648 ml) and phosphoryl chloride (0.781 ml) was stirred at room temperature for 30 minutes. To the mixture were added tetrahydrofuran (4 ml) and (Z)-2-{5-[(tert-butoxy carbonyl)amino]-1,2,4-thiadiazol-3-yl}[(2-tert-butoxy-1,1-dimethyl-2-oxoethoxy)imino]ethanoic acid (3 g) at 4° C., and the reaction mixture was stirred at room temperature for 1 hour. Meanwhile, a mixture of benzhydryl 7β-amino-3-chloromethyl-3-cephem-4-carboxylate hydrochloride (3 g) and N-tri...